Dataset: the Open Reaction Database (ORD), a public repository of structured organic reaction records. Task: describe an organic reaction: reactants, conditions, products, and yield Reactants: C(C)(C)N(CC)C(C)C (Diisopropylethylamine), FC(C(=O)O)(F)F.COC(CC1=CC2=CC=C(C=C2C(=C1)C1CCNCC1)F)=O ((6-fluoro-4-piperidin-4-yl-naphthalen-2-yl)-acetic acid methyl ester trifluoroacetate salt), C1(=CC=C(C=C1)S(=O)(=O)Cl)C (p-Toluenesulfonyl chloride). Solvent: O1CCCC1 (tetrahydrofuran). Conditions: time 16 hour. The product is COC(CC1=CC2=CC=C(C=C2C(=C1)C1CCN(CC1)S(=O)(=O)C1=CC=C(C=C1)C)F)=O ({6-fluoro-4-[1-(toluene-4-sulfonyl)-piperidin-4-yl]-naphthalen-2-yl}-acetic acid methyl ester). Yield: 46.3%. RXN SMILES: C(N(C(C)C)CC)(C)C.FC(F)(F)C(O)=O.[CH3:17][O:18][C:19](=[O:38])[CH2:20][C:21]1[CH:30]=[C:29]([CH:31]2[CH2:36][CH2:35][NH:34][CH2:33][CH2:32]2)[C:28]2[C:23](=[CH:24][CH:25]=[C:26]([F:37])[CH:27]=2)[CH:22]=1.[C:39]1([CH3:49])[CH:44]=[CH:43][C:42]([S:45](Cl)(=[O:47])=[O:46])=[CH:41][CH:40]=1>O1CCCC1>[CH3:17][O:18][C:19](=[O:38])[CH2:20][C:21]1[CH:30]=[C:29]([CH:31]2[CH2:36][CH2:35][N:34]([S:45]([C:42]3[CH:43]=[CH:44][C:39]([CH3:49])=[CH:40][CH:41]=3)(=[O:47])=[O:46])[CH2:33][CH2:32]2)[C:28]2[C:23](=[CH:24][CH:25]=[C:26]([F:37])[CH:27]=2)[CH:22]=1 |f:1.2|. Reported procedure: Diisopropylethylamine (0.6 mL, 3.4 mmol) was added at 0° C. to a solution of (6-fluoro-4-piperidin-4-yl-naphthalen-2-yl)-acetic acid methyl ester trifluoroacetate salt (which may be prepared as described above; 150 mg, 0.36 mmol) in tetrahydrofuran (5 mL), and the mixture was stirred at room temperature for 30 min. p-Toluenesulfonyl chloride (available from Sigma-Aldrich; 103 mg, 0.54 mmol) was added and the mixture was stirred at room temperature for 16 h. The solvent was evaporated under reduc... Reaction SMILES: [CH3:1][O:2][C:3]1[CH:19]=[C:18]([N+:20]([O-])=O)[CH:17]=[CH:16][C:4]=1[O:5][CH2:6][CH2:7][N:8]1[CH:13]([CH3:14])[CH2:12][CH2:11][CH2:10][CH:9]1[CH3:15]>ClCCl.CO>[CH3:15][CH:9]1[CH2:10][CH2:11][CH2:12][CH:13]([CH3:14])[N:8]1[CH2:7][CH2:6][O:5][C:4]1[CH:16]=[CH:17][C:18]([NH2:20])=[CH:19][C:3]=1[O:2][CH3:1] |f:1.2|. Reactants: COC1=C(OCCN2C(CCCC2C)C)C=CC(=C1)[N+](=O)[O-] (1-[2-(2-methoxy-4-nitrophenoxy)ethyl]-2,6-dimethylpiperidine). Run in ClCCl.CO (dichloromethane methanol). Yields the product CC1N(C(CCC1)C)CCOC1=C(C=C(C=C1)N)OC (4-[2-(2,6-dimethylpiperidin-1-yl)ethoxy]-3-methoxyphenylamine). Procedure: Prepared analogously to Example 3.1.b. from 0.84 g (2.72 mmol) of 1-[2-(2-methoxy-4-nitrophenoxy)ethyl]-2,6-dimethylpiperidine. Yield: 0.65 g (86% of theory); C16H26N2O2 (M=278.39); calc.: molecular ion peak (M+H)+: 279; found: molecular ion peak (M+H)+: 279; Rf value: 0.1 (silica gel, dichloromethane/methanol (9:1)). The reactants are [Li] (lithium), C(C)OC(=O)C=1C=C2C(=NC1)OC=C2 (furo[2,3-b]pyridine-5-carboxylic acid ethyl ester). Yields the product O1C=CC=2C1=NC=C(C2)C(=O)O (Furo[2,3-b]pyridine-5-carboxylic acid). RXN SMILES: [Li].C([O:4][C:5]([C:7]1[CH:8]=[C:9]2[CH:15]=[CH:14][O:13][C:10]2=[N:11][CH:12]=1)=[O:6])C>>[O:13]1[C:10]2=[N:11][CH:12]=[C:7]([C:5]([OH:6])=[O:4])[CH:8]=[C:9]2[CH:15]=[CH:14]1 |^1:0|. Procedure: Furo[2,3-b]pyridine-5-carboxylic acid (31 mg) was obtained as a lithium salt from furo[2,3-b]pyridine-5-carboxylic acid ethyl ester described in Preparation Example P-4 (33 mg, 0.17 mmol) according to an analogous method to Example T-2. The reactants are OC1=CC2=C(SC(=C2)C=2C(CC(NN2)=O)C)C=C1O (4,5-dihydro-6-(5,6-dihydroxy-benzo[b]thien-2-yl)-5-methyl-3(2H)-pyridazinone), C([O-])([O-])=O.[K+].[K+] (potassium carbonate), CN(C=O)C (dimethyl formamide), ICC (Iodoethane), resultant suspension, O (water). Run at time 10 minute. The product is C(C)OC1=CC2=C(SC(=C2)C=2C(CC(NN2)=O)C)C=C1OCC (4,5-dihydro-6-(5,6-diethoxy-benzo[b]thien-2-yl)-5-methyl-3(2H)-pyridazinone). As a reaction SMILES: [OH:1][C:2]1[C:18](O)=[CH:17][C:5]2[S:6][C:7]([C:9]3[CH:10]([CH3:16])[CH2:11][C:12](=[O:15])[NH:13][N:14]=3)=[CH:8][C:4]=2[CH:3]=1.[C:20](=[O:23])([O-])[O-].[K+].[K+].I[CH2:27][CH3:28].O.[CH3:30]N(C)C=O>>[CH2:27]([O:1][C:2]1[C:18]([O:23][CH2:20][CH3:30])=[CH:17][C:5]2[S:6][C:7]([C:9]3[CH:10]([CH3:16])[CH2:11][C:12](=[O:15])[NH:13][N:14]=3)=[CH:8][C:4]=2[CH:3]=1)[CH3:28] |f:1.2.3|. Procedure: A mixture of 4,5-dihydro-6-(5,6-dihydroxy-benzo[b]thien-2-yl)-5-methyl-3(2H)-pyridazinone (1.59 g) and anhydrous potassium carbonate (1.69 g) in dimethyl formamide (18 ml) was stirred at room temperature for 10 mins. Iodoethane (0.92 ml) was then added and the reaction mixture was stirred for 16 hours. The resultant suspension was then poured into water (90 ml), the mixture was stirred, and the light yellow coloured precipitate was filtered off and dried at 75° C. under vacuum to give 4,5-dihydr... The reactants are ClCC1=CC=C(C=C1)NC(=O)C1=CC2=CC(=CC=C2CC1)C1=CC=CC=C1 (N-[4-(chloromethyl)-phenyl]-7-phenyl-3,4-dihydronaphthalene-2-carboxamide), CN1CCC(CC1)C(=O)OCC (ethyl 1-methyl-piperidine-4-carboxylate). Solvent: CN(C)C=O (DMF). Reaction conditions: time 15 hour. Yields the product [Cl-].C(C)OC(=O)C1CC[N+](CC1)(CC1=CC=C(C=C1)NC(=O)C1=CC2=CC(=CC=C2CC1)C1=CC=CC=C1)C (4-ethoxycarbonyl-1methyl-1-[4-(7-phenyl-3,4-dihydronaphthalene-2-carboxamido)benzyl]piperidinium chloride). The yield is 84.6%. As a reaction SMILES: [Cl:1][CH2:2][C:3]1[CH:8]=[CH:7][C:6]([NH:9][C:10]([C:12]2[CH2:21][CH2:20][C:19]3[C:14](=[CH:15][C:16]([C:22]4[CH:27]=[CH:26][CH:25]=[CH:24][CH:23]=4)=[CH:17][CH:18]=3)[CH:13]=2)=[O:11])=[CH:5][CH:4]=1.[CH3:28][N:29]1[CH2:34][CH2:33][CH:32]([C:35]([O:37][CH2:38][CH3:39])=[O:36])[CH2:31][CH2:30]1>CN(C=O)C>[Cl-:1].[CH2:38]([O:37][C:35]([CH:32]1[CH2:33][CH2:34][N+:29]([CH3:28])([CH2:2][C:3]2[CH:8]=[CH:7][C:6]([NH:9][C:10]([C:12]3[CH2:21][CH2:20][C:19]4[C:14](=[CH:15][C:16]([C:22]5[CH:27]=[CH:26][CH:25]=[CH:24][CH:23]=5)=[CH:17][CH:18]=4)[CH:13]=3)=[O:11])=[CH:5][CH:4]=2)[CH2:30][CH2:31]1)=[O:36])[CH3:39] |f:3.4|. Procedure: In DMF (3ml) was dissolved N-[4-(chloromethyl)-phenyl]-7-phenyl-3,4-dihydronaphthalene-2-carboxamide (150mg), and to the mixture was added ethyl 1-methyl-piperidine-4-carboxylate (206mg). The mixture was stirred at room temperature for 15 hours and concentrated under reduced pressure. The residue was recrystallized from ethyl acetate-methanol to give 4-ethoxycarbonyl-1methyl-1-[4-(7-phenyl-3,4-dihydronaphthalene-2-carboxamido)benzyl]piperidinium chloride (Compound 31) (185mg, ratio of isomers=37... Product: Brc1oc2ncnc(NCC3CCCO3)c2c1-c1ccccc1. Starting materials: Nc1ncnc2oc(Br)c(-c3ccccc3)c12, [Na+], CN(C)C=O, [OH-], Cc1ccccc1S(=O)(=O)OCC1CCCO1. RXN SMILES: [NH2:1][c:2]1[c:3]2[c:4]([n:5][cH:6][n:7]1)[o:8][c:9]([Br:17])[c:10]2-[c:11]1[cH:12][cH:13][cH:14][cH:15][cH:16]1.[Na+:36].[O:37]=[CH:38][N:39]([CH3:40])[CH3:41].[OH-:35].[c:18]1([CH3:19])[c:20]([S:21]([O:22][CH2:28][CH:29]2[O:30][CH2:31][CH2:32][CH2:33]2)(=[O:23])=[O:24])[cH:25][cH:26][cH:27][cH:34]1>>[NH:1]([c:2]1[c:3]2[c:4]([n:5][cH:6][n:7]1)[o:8][c:9]([Br:17])[c:10]2-[c:11]1[cH:12][cH:13][cH:14][cH:15][cH:16]1)[CH2:28][CH:29]1[O:30][CH2:31][CH2:32][CH2:33]1.